Task: describe an organic reaction: reactants, conditions, products, and yield. Dataset: the Open Reaction Database (ORD), a public repository of structured organic reaction records The reactants are Cl.NN=CC1=CC(=C(C(=O)NC=2C=CC3=C(CCC(O3)CC(=O)OCC)C2)C=C1)F (ethyl rac-(6-(N-(4-(aminoiminomethyl)-2-fluorobenzoyl)amino)-3,4-dihydro-2H-1-benzopyran-2-yl)acetate hydrochloride), ClC(=O)OCC (ethyl chloroformate). Yields the product C(C)OC(=O)NN=CC1=CC(=C(C(=O)NC=2C=CC3=C(CCC(O3)CC(=O)OCC)C2)C=C1)F (Ethyl rac-(3,4-Dihydro-6-(N-(4-((ethoxycarbonylamino)iminomethyl)-2-fluorobenzoyl)amino)-2H-1-benzopyran-2-yl)acetate). As a reaction SMILES: Cl.[NH2:2][N:3]=[CH:4][C:5]1[CH:29]=[CH:28][C:8]([C:9]([NH:11][C:12]2[CH:13]=[CH:14][C:15]3[O:20][CH:19]([CH2:21][C:22]([O:24][CH2:25][CH3:26])=[O:23])[CH2:18][CH2:17][C:16]=3[CH:27]=2)=[O:10])=[C:7]([F:30])[CH:6]=1.Cl[C:32]([O:34][CH2:35][CH3:36])=[O:33]>>[CH2:35]([O:34][C:32]([NH:2][N:3]=[CH:4][C:5]1[CH:29]=[CH:28][C:8]([C:9]([NH:11][C:12]2[CH:13]=[CH:14][C:15]3[O:20][CH:19]([CH2:21][C:22]([O:24][CH2:25][CH3:26])=[O:23])[CH2:18][CH2:17][C:16]=3[CH:27]=2)=[O:10])=[C:7]([F:30])[CH:6]=1)=[O:33])[CH3:36] |f:0.1|. Reported procedure: The title carbamate was prepared as described in Example 88 from 436 mg (1.0 mmol) of the amidine from Example 69 and 119 mg (1.1 mmol) ethyl chloroformate. It was recrystallized from dichloromethane/hexane. Yield: 0.35 g (74%) of a white powder, m.p. 168-169° C. Reactants: IC1=CC=C(C(=O)O)C=C1 (4-iodobenzoic acid), C([O-])([O-])=O.[K+].[K+] (potassium carbonate), IC (iodomethane). Run in CN(C)C=O (DMF), C(C)(=O)OCC (ethyl acetate). Run at time 17 hour. The product is COC(C1=CC=C(C=C1)I)=O (4-iodo-benzoic acid methyl ester). Yield: 83.4%. RXN SMILES: [I:1][C:2]1[CH:10]=[CH:9][C:5]([C:6]([OH:8])=[O:7])=[CH:4][CH:3]=1.[C:11](=O)([O-])[O-].[K+].[K+].IC>CN(C=O)C.C(OCC)(=O)C>[CH3:11][O:7][C:6](=[O:8])[C:5]1[CH:9]=[CH:10][C:2]([I:1])=[CH:3][CH:4]=1 |f:1.2.3|. Procedure: To a solution of 4-iodobenzoic acid (9.92 g, 40 mmol) in DMF (80 mL) is added potassium carbonate (5.8 g, 42 mmol) and iodomethane (2.6 mL, 42 mmol). The resulting mixture is stirred for 17 hours, diluted with ethyl acetate, washed with water and brine, dried over MgSO4 and concentrated. The crude solid is recrystallized in ethyl acetate/hexane to give 8.74 g of title compound. 1H NMR (CDCl3) δ 3.91 (s, 3H), 7.74 (d, J=8 Hz, 2H), 7.80 (d, J=8 Hz, 2H). MS (EI) m/z 262 (M+). Reactants: COCCOCCOCC(=O)O, [Cl-], Nc1cc(C(=O)O)cc([N+](=O)[O-])c1, C1COCCO1. Yields the product COCCOCCOCC(=O)Nc1cc(C(=O)O)cc([N+](=O)[O-])c1. Reaction SMILES: [C:15]([CH2:16][O:17][CH2:18][CH2:19][O:20][CH2:21][CH2:22][O:23][CH3:24])(=[O:25])[OH:26].[Cl-:14].[NH2:1][c:2]1[cH:3][c:4]([C:5](=[O:6])[OH:7])[cH:8][c:9]([N+:11](=[O:12])[O-:13])[cH:10]1.[O:27]1[CH2:28][CH2:29][O:30][CH2:31][CH2:32]1>>[NH:1]([c:2]1[cH:3][c:4]([C:5](=[O:6])[OH:7])[cH:8][c:9]([N+:11](=[O:12])[O-:13])[cH:10]1)[C:15]([CH2:16][O:17][CH2:18][CH2:19][O:20][CH2:21][CH2:22][O:23][CH3:24])=[O:25]. Reactants: CCNc1ccncc1[N+](=O)[O-], CCO. Yields the product CCNc1ccncc1N. RXN SMILES: [CH2:1]([CH3:2])[NH:3][c:4]1[c:5]([N+:10]([O-:11])=[O:12])[cH:6][n:7][cH:8][cH:9]1.[CH3:13][CH2:14][OH:15]>>[CH2:1]([CH3:2])[NH:3][c:4]1[c:5]([NH2:10])[cH:6][n:7][cH:8][cH:9]1.